This data is from the Open Reaction Database (ORD), a public repository of structured organic reaction records. The task is: describe an organic reaction: reactants, conditions, products, and yield Starting materials: FC1=C(C=C2C=CC=NC2=C1)CC1=CN=C2N1N=C(C=C2)C=2C=NN(C2)C2CCNCC2 (7-fluoro-6-[6-(1-piperidin-4-yl-1H-pyrazol-4-yl)-imidazo[1,2-b]pyridazin-3-ylmethyl]-quinoline), C(C)I (ethyliodide), C(=O)([O-])[O-].[Cs+].[Cs+] (Cs2CO3). Solvent: CCOC(=O)C (EtOAc), O1CCOCC1 (dioxane). Run at time 2 hour. The product is C(C)N1CCC(CC1)N1N=CC(=C1)C=1C=CC=2N(N1)C(=CN2)CC=2C=C1C=CC=NC1=CC2F (6-{6-[1-(1-Ethyl-piperidin-4-yl)-1H-pyrazol-4-yl]-imidazo[1,2-b]pyridazin-3-ylmethyl}-7-fluoro-quinoline). As a reaction SMILES: [F:1][C:2]1[CH:11]=[C:10]2[C:5]([CH:6]=[CH:7][CH:8]=[N:9]2)=[CH:4][C:3]=1[CH2:12][C:13]1[N:17]2[N:18]=[C:19]([C:22]3[CH:23]=[N:24][N:25]([CH:27]4[CH2:32][CH2:31][NH:30][CH2:29][CH2:28]4)[CH:26]=3)[CH:20]=[CH:21][C:16]2=[N:15][CH:14]=1.[CH2:33](I)[CH3:34].C([O-])([O-])=O.[Cs+].[Cs+]>O1CCOCC1.CCOC(C)=O>[CH2:33]([N:30]1[CH2:31][CH2:32][CH:27]([N:25]2[CH:26]=[C:22]([C:19]3[CH:20]=[CH:21][C:16]4[N:17]([C:13]([CH2:12][C:3]5[CH:4]=[C:5]6[C:10](=[CH:11][C:2]=5[F:1])[N:9]=[CH:8][CH:7]=[CH:6]6)=[CH:14][N:15]=4)[N:18]=3)[CH:23]=[N:24]2)[CH2:28][CH2:29]1)[CH3:34] |f:2.3.4|. Procedure: A mixture of 7-fluoro-6-[6-(1-piperidin-4-yl-1H-pyrazol-4-yl)-imidazo[1,2-b]pyridazin-3-ylmethyl]-quinoline (Example 180, 50 mg, 0.117 mmol) and ethyliodide (19 μL, 0.234 mmol) in dioxane (1 mL) was stirred at rt for 2 h. Cs2CO3 (19 mg, 0.059 mmol) was then added and the RM was stirred at rt for 5 h more. The mixture was diluted with EtOAc and washed with NaHCO3 and brine. The organic layer was dried over Na2SO4, filtered and concentrated. The residue was purified by flash chromatography (CombiF...